This data is from the Open Reaction Database (ORD), a public repository of structured organic reaction records. The task is: describe an organic reaction: reactants, conditions, products, and yield Reactants: [H][H] (hydrogen), C1CCC2=CC=CC=C12 (indane), C1CCCC2CCCCC12 (decaline). Yields the product C1CCCC2CC3CC=CC=C3C=C12 (octa-hydroanthracene), C1CC2CCCC3=CC=CC1=C23 (tetrahydroacenaphthene), hydrogenated pyrene, C1CCCC2=CC=CC=C12 (tetralin). Reaction SMILES: [H][H].[CH2:3]1[C:11]2[C:6](=[CH:7][CH:8]=[CH:9][CH:10]=2)[CH2:5][CH2:4]1.[CH2:12]1[CH:21]2[CH:16]([CH2:17][CH2:18][CH2:19][CH2:20]2)[CH2:15][CH2:14][CH2:13]1>>[CH2:14]1[C:4]2[CH:20]([CH2:3][CH:11]3[C:6]([CH:5]=2)=[CH:7][CH:8]=[CH:9][CH2:10]3)[CH2:21][CH2:12][CH2:13]1.[CH2:3]1[C:12]2=[C:21]3[C:16](=[CH:15][CH:14]=[CH:13]2)[CH2:17][CH2:18][CH2:19][CH:20]3[CH2:4]1.[CH2:20]1[C:21]2[C:16](=[CH:15][CH:14]=[CH:13][CH:12]=2)[CH2:17][CH2:18][CH2:19]1. Procedure: When in Example I, Step Two, the hydrogen donor is indane, decaline, di-, tetra-, and octa-hydroanthracene, C12 and C13 acenaphthenes, tetrahydroacenaphthene, partially hydrogenated anthracene, partially hydrogenated phenanthrene, partially hydrogenated pyrene and mixtures thereof instead of tetralin, the same or similar results are obtained in that the sulfur content of the coal is reduced. Starting materials: COC(OC)N(C)C, CC(C)(C)OC(=O)c1ccccc1-c1ccc(CN)cc1, CCCCC=CC(=O)CC(=O)OCC, C1CCOC1, c1ccccc1. Yields the product CCCCC=CC(=O)C(=CNCc1ccc(-c2ccccc2C(=O)OC(C)(C)C)cc1)C(=O)OCC. RXN SMILES: [CH3:15][O:16][CH:17]([O:18][CH3:19])[N:20]([CH3:21])[CH3:22].[NH2:23][CH2:24][c:25]1[cH:26][cH:27][c:28](-[c:31]2[c:32]([C:37](=[O:38])[O:39][C:40]([CH3:41])([CH3:42])[CH3:43])[cH:33][cH:34][cH:35][cH:36]2)[cH:29][cH:30]1.[O:1]=[C:2]([CH2:3][C:4](=[O:5])[O:6][CH2:7][CH3:8])[CH:9]=[CH:10][CH2:11][CH2:12][CH2:13][CH3:14].[O:50]1[CH2:51][CH2:52][CH2:53][CH2:54]1.[cH:44]1[cH:45][cH:46][cH:47][cH:48][cH:49]1>>[O:1]=[C:2]([C:3]([C:4](=[O:5])[O:6][CH2:7][CH3:8])=[CH:15][NH:23][CH2:24][c:25]1[cH:26][cH:27][c:28](-[c:31]2[c:32]([C:37](=[O:38])[O:39][C:40]([CH3:41])([CH3:42])[CH3:43])[cH:33][cH:34][cH:35][cH:36]2)[cH:29][cH:30]1)[CH:9]=[CH:10][CH2:11][CH2:12][CH2:13][CH3:14]. Starting materials: CCN, CN(C)C=O, O=C(O)c1cnc(-c2ccc(-c3nc4ccc(N5CCOCC5)cc4[nH]3)nc2)c(Cl)c1, C1CCOC1. As a reaction SMILES: [CH3:32][CH2:33][NH2:34].[CH3:40][N:41]([CH3:42])[CH:43]=[O:44].[Cl:1][c:2]1[c:3](-[c:11]2[cH:12][n:13][c:14](-[c:17]3[n:18][c:19]4[c:20]([nH:21]3)[cH:22][c:23]([N:26]3[CH2:27][CH2:28][O:29][CH2:30][CH2:31]3)[cH:24][cH:25]4)[cH:15][cH:16]2)[n:4][cH:5][c:6]([C:8](=[O:9])[OH:10])[cH:7]1.[O:35]1[CH2:36][CH2:37][CH2:38][CH2:39]1>>[Cl:1][c:2]1[c:3](-[c:11]2[cH:12][n:13][c:14](-[c:17]3[n:18][c:19]4[c:20]([nH:21]3)[cH:22][c:23]([N:26]3[CH2:27][CH2:28][O:29][CH2:30][CH2:31]3)[cH:24][cH:25]4)[cH:15][cH:16]2)[n:4][cH:5][c:6]([C:8](=[O:9])[NH:34][CH2:33][CH3:32])[cH:7]1. Product: CCNC(=O)c1cnc(-c2ccc(-c3nc4ccc(N5CCOCC5)cc4[nH]3)nc2)c(Cl)c1. Starting materials: S(=O)(=O)([O-])C1=CC=C(C)C=C1 (tosylate), N[C@H](C(=O)OCC(C)(C)C)[C@@H](CC)C ((2S,3R)-neopentyl 2-amino-3-methylpentanoate), P(OC1=CC=CC2=CC=CC=C12)(=O)(Cl)Cl (naphthalen-1-yl phosphorodichloridate), TEA, C(Cl)Cl (DCM). Yields the product ClC1=C(C2=CC=CC=C2C=C1)OP(=O)=N[C@H](C(=O)OCC(C)(C)C)[C@@H](CC)C ((2S,3R)-neopentyl 2-(chloro(naphthalen-1-yloxy)phosphorylamino)-3-methylpentanoate). The yield is 37.0%. Reaction SMILES: S(C1C=CC(C)=CC=1)([O-])(=O)=O.[NH2:12][C@@H:13]([C@H:22]([CH3:25])[CH2:23][CH3:24])[C:14]([O:16][CH2:17][C:18]([CH3:21])([CH3:20])[CH3:19])=[O:15].[P:26](Cl)(Cl)(=[O:38])[O:27][C:28]1[C:37]2[C:32](=[CH:33][CH:34]=[CH:35][CH:36]=2)[CH:31]=[CH:30][CH:29]=1.C(Cl)[Cl:42]>>[Cl:42][C:29]1[CH:30]=[CH:31][C:32]2[C:37](=[CH:36][CH:35]=[CH:34][CH:33]=2)[C:28]=1[O:27][P:26](=[N:12][C@@H:13]([C@H:22]([CH3:25])[CH2:23][CH3:24])[C:14]([O:16][CH2:17][C:18]([CH3:19])([CH3:20])[CH3:21])=[O:15])=[O:38]. Procedure: Using the general procedure for synthesizing naphthyl (aminoacid ester) phosphorochloridates the tosylate salt of (2S,3R)-neopentyl 2-amino-3-methylpentanoate (2.5 g), naphthalen-1-yl phosphorodichloridate (1.75 g), TEA (1.86 mL) and DCM (50 mL) were combined to give (2S,3R)-neopentyl 2-(chloro(naphthalen-1-yloxy)phosphorylamino)-3-methylpentanoate in a 37% yield (1.06 g) as a pale yellow thick oil. Reactants: CCOC(=O)C (EtOAc), C[O-].[Na+] (Sodium methoxide), ClC1=C(C=CC(=C1Cl)S)NC([C@@](C(F)(F)F)(C)O)=O ((R)-N-[2,3-dichloro-4-mercaptophenyl]-2-hydroxy-2-methyl-3,3,3-trifluoropropanamide), O1CC1CC (1,2-epoxybutane). Solvent: C1CCOC1 (THF). Conditions: time 5 minute. Yields the product OC(CSC1=C(C(=C(C=C1)NC([C@@](C(F)(F)F)(C)O)=O)Cl)Cl)CC ((R)-N-[4-(2-Hydroxybutylsulphanyl)-2,3-dichlorophenyl]-2-hydroxy-2-methyl-3,3,3-trifluoropropanamide). RXN SMILES: C[O-].[Na+].[Cl:4][C:5]1[C:10]([Cl:11])=[C:9]([SH:12])[CH:8]=[CH:7][C:6]=1[NH:13][C:14](=[O:22])[C@:15]([OH:21])([CH3:20])[C:16]([F:19])([F:18])[F:17].[O:23]1[CH:25]([CH2:26][CH3:27])[CH2:24]1.CCOC(C)=O>C1COCC1>[OH:23][CH:25]([CH2:26][CH3:27])[CH2:24][S:12][C:9]1[CH:8]=[CH:7][C:6]([NH:13][C:14](=[O:22])[C@:15]([OH:21])([CH3:20])[C:16]([F:17])([F:18])[F:19])=[C:5]([Cl:4])[C:10]=1[Cl:11] |f:0.1|. Procedure: Sodium methoxide (0.075 g) was added to a stirred solution of (R)-N-[2,3-dichloro-4-mercaptophenyl]-2-hydroxy-2-methyl-3,3,3-trifluoropropanamide (Method 35) (0.44 g) in anhydrous THF (10 ml). The reaction mixture was stirred at ambient temperature for 5 minutes and 1,2-epoxybutane (0.11 ml) was added. The mixture was heated under reflux for 2 hours and allowed to cool to ambient temperature. EtOAc (150 ml) was added and the mixture washed with brine (100 ml) and dried. Volatile material was rem...